From a dataset of the Open Reaction Database (ORD), a public repository of structured organic reaction records. describe an organic reaction: reactants, conditions, products, and yield Starting materials: C(C)(C)(C)OC(=O)N1CC(CC1)N(CC1=NC=NC(=C1)OC=1C=C2C=CN(C2=CC1)C(NC1=CC(=CC=C1)C(F)(F)F)=O)S(=O)(=O)C ((±)-3-(Methanesulfonyl-{6-[1-(3-trifluoromethyl-phenylcarbamoyl)-1H-indol-5-yloxy]-pyrimidin-4-ylmethyl}-amino)-pyrrolidine-1-carboxylic acid tert-butyl ester), C(=O)(C(F)(F)F)O (TFA). Solvent: C(Cl)Cl (DCM). Yields the product FC(C=1C=C(C=CC1)NC(=O)N1C=CC2=CC(=CC=C12)OC1=NC=NC(=C1)CN(C1CNCC1)S(=O)(=O)C)(F)F ((±)-5-{6-[(Methanesulfonyl-pyrrolidin-3-yl-amino)-methyl]-pyrimidin-4-yloxy}-indole-1-carboxylic acid (3-trifluoromethyl-phenyl)-amide). Reaction SMILES: C(OC([N:8]1[CH2:12][CH2:11][CH:10]([N:13]([S:44]([CH3:47])(=[O:46])=[O:45])[CH2:14][C:15]2[CH:20]=[C:19]([O:21][C:22]3[CH:23]=[C:24]4[C:28](=[CH:29][CH:30]=3)[N:27]([C:31](=[O:43])[NH:32][C:33]3[CH:38]=[CH:37][CH:36]=[C:35]([C:39]([F:42])([F:41])[F:40])[CH:34]=3)[CH:26]=[CH:25]4)[N:18]=[CH:17][N:16]=2)[CH2:9]1)=O)(C)(C)C.C(O)(C(F)(F)F)=O>C(Cl)Cl>[F:42][C:39]([F:40])([F:41])[C:35]1[CH:34]=[C:33]([NH:32][C:31]([N:27]2[C:28]3[C:24](=[CH:23][C:22]([O:21][C:19]4[CH:20]=[C:15]([CH2:14][N:13]([S:44]([CH3:47])(=[O:46])=[O:45])[CH:10]5[CH2:11][CH2:12][NH:8][CH2:9]5)[N:16]=[CH:17][N:18]=4)=[CH:30][CH:29]=3)[CH:25]=[CH:26]2)=[O:43])[CH:38]=[CH:37][CH:36]=1. Procedure details: (±)-3-(Methanesulfonyl-{6-[1-(3-trifluoromethyl-phenylcarbamoyl)-1H-indol-5-yloxy]-pyrimidin-4-ylmethyl}-amino)-pyrrolidine-1-carboxylic acid tert-butyl ester (12 mg, 0.018 mmol) is stirred in a solution of DCM (2 mL) and TFA (0.5 mL) overnight. After removal of solvents, the residue is quenched with saturated aqueous sodium bicarbonate. The mixture is extracted with EtOAc (3×). The combined organic layers are washed with water and brine and the organic layer is dried with Na2SO4, filtered, and ... Reactants: COC(C1=C(C(=C(C=C1NNC(=O)OC(C)(C)C)F)F)NC1=C(C=CC=C1)Cl)=O (6-(N′-tert-Butoxycarbonylhydrazino)-2-(2-chlorophenylamino)-3,4-difluorobenzoic acid methyl ester), C(=O)(C(F)(F)F)O (TFA). Solvent: C(Cl)Cl (methylene chloride). Reaction conditions: time 2 hour. Yields the product ClC1=C(C=CC=C1)NC1=C2C(NNC2=CC(=C1F)F)=O (4-(2-chlorophenylamino)-5,6-difluoro-1,2-dihydroindazol-3-one). RXN SMILES: COC(=O)[C:4]1[C:9]([NH:10][NH:11][C:12](OC(C)(C)C)=[O:13])=[CH:8][C:7]([F:19])=[C:6]([F:20])[C:5]=1[NH:21][C:22]1[CH:27]=[CH:26][CH:25]=[CH:24][C:23]=1[Cl:28].C(O)(C(F)(F)F)=O>C(Cl)Cl>[Cl:28][C:23]1[CH:24]=[CH:25][CH:26]=[CH:27][C:22]=1[NH:21][C:5]1[C:6]([F:20])=[C:7]([F:19])[CH:8]=[C:9]2[C:4]=1[C:12](=[O:13])[NH:11][NH:10]2. Procedure details: 6-(N′-tert-Butoxycarbonylhydrazino)-2-(2-chlorophenylamino)-3,4-difluorobenzoic acid methyl ester (1.00 equivalent) is treated with a 1:1 mixture of methylene chloride and TFA and stirred for 2 hours The reaction mixture is concentrated under reduced pressure and the product is purified by trituration or flash column chromatography if needed.